Dataset: the Open Reaction Database (ORD), a public repository of structured organic reaction records. Task: describe an organic reaction: reactants, conditions, products, and yield Starting materials: NC1=NC=C(C=C1N)Br (2,3-diamino-5-bromopyridine), C(C)OC=1C=C(C(=O)O)C=CC1 (3-ethoxybenzoic acid), P(=O)(Cl)(Cl)Cl (phosphorus oxychloride), [OH-].[Na+] (sodium hydroxide). Conditions: temperature 120 celsius, time 2 hour. Yields the product BrC=1C=C2C(=NC1)N=C(N2)C2=CC(=CC=C2)OCC (6-bromo-2-(3-ethoxyphenyl)-1H-imidazo[4,5-b]pyridine). Yield: 51.2%. Reaction SMILES: [NH2:1][C:2]1[C:7]([NH2:8])=[CH:6][C:5]([Br:9])=[CH:4][N:3]=1.[CH2:10]([O:12][C:13]1[CH:14]=[C:15]([CH:19]=[CH:20][CH:21]=1)[C:16](O)=O)[CH3:11].P(Cl)(Cl)(Cl)=O.[OH-].[Na+]>>[Br:9][C:5]1[CH:6]=[C:7]2[NH:8][C:16]([C:15]3[CH:19]=[CH:20][CH:21]=[C:13]([O:12][CH2:10][CH3:11])[CH:14]=3)=[N:1][C:2]2=[N:3][CH:4]=1 |f:3.4|. Reported procedure: A mixture of 2,3-diamino-5-bromopyridine (Compound of Reference Example 1) (1.13 g), 3-ethoxybenzoic acid (997 mg) and phosphorus oxychloride (24 ml) was stirred at 120° C. for 2 hours and poured onto ice. The mixture was neutralized with 8 N sodium hydroxide, stirred for 20 minutes and extracted with ethyl acetate-tetrahydrofuran (3:1, v/v). The organic layer was washed with water, dried over MgSO4. The solvent was distilled off under reduced pressure and the resulting crystals were collected b... The reactants are C(C)(=O)OC(C1=CC=CC=C1)C1=CC=CC=C1 (benzhydryl acetate), N1C(=CC2=CC=CC=C12)C(=O)OCC (ethyl indole-2-carboxylate), C([O-])(O)=O.[Na+] (sodium bicarbonate). The solvent is C(Cl)Cl (methylene chloride), C(Cl)Cl (methylene chloride). Conditions: time 40 minute. The product is C1(=CC=CC=C1)C(C1=C(NC2=CC=CC=C12)C(=O)OCC)C1=CC=CC=C1 (Ethyl 3-(diphenylmethyl)indole-2-carboxylate). The yield is 88.6%. RXN SMILES: [NH:1]1[C:9]2[C:4](=[CH:5][CH:6]=[CH:7][CH:8]=2)[CH:3]=[C:2]1[C:10]([O:12][CH2:13][CH3:14])=[O:11].C(O[CH:19]([C:26]1[CH:31]=[CH:30][CH:29]=[CH:28][CH:27]=1)[C:20]1[CH:25]=[CH:24][CH:23]=[CH:22][CH:21]=1)(=O)C.C(=O)(O)[O-].[Na+]>C(Cl)Cl>[C:20]1([CH:19]([C:26]2[CH:27]=[CH:28][CH:29]=[CH:30][CH:31]=2)[C:3]2[C:4]3[C:9](=[CH:8][CH:7]=[CH:6][CH:5]=3)[NH:1][C:2]=2[C:10]([O:12][CH2:13][CH3:14])=[O:11])[CH:25]=[CH:24][CH:23]=[CH:22][CH:21]=1 |f:2.3|. Procedure details: Boron trifluoride-ether complex (0.65 ml, 5.29 mmol) was added to a solution of ethyl indole-2-carboxylate (10.0 g, 52.9 mmol) in 100 ml of methylene chloride, and a solution of benzhydryl acetate (11.4 g, 50.2 mmol) in 50 ml of methylene chloride was dropwise added thereto, followed by stirring at room temperature for 40 minutes. A saturated aqueous solution of sodium bicarbonate was added to the reaction solution for neutralization followed by extraction with chloroform. The resulting organic ... Reactants: C(C)N(C(=O)NC)CC1=C(C=CC(=C1)C(F)(F)F)B1OC(C(O1)(C)C)(C)C (1-ethyl-3-methyl-1-[2-(4,4,5,5-tetramethyl-[1,3,2]dioxaborolan-2-yl)-5-trifluoromethyl-benzyl]-urea), COC(CC1=CC(=CC(=C1)Cl)Br)=O ((3-bromo-5-chloro-phenyl)-acetic acid methyl ester). The product is COC(CC=1C=C(C=C(C1)Cl)C1=C(C=C(C=C1)C(F)(F)F)CN(C(=O)NC)CC)=O ([5-Chloro-2′-(1-ethyl-3-methyl-ureidomethyl)-4′-trifluoromethyl-biphenyl-3-yl]-acetic acid methyl ester). As a reaction SMILES: [CH2:1]([N:3]([CH2:8][C:9]1[CH:14]=[C:13]([C:15]([F:18])([F:17])[F:16])[CH:12]=[CH:11][C:10]=1B1OC(C)(C)C(C)(C)O1)[C:4]([NH:6][CH3:7])=[O:5])[CH3:2].[CH3:28][O:29][C:30](=[O:40])[CH2:31][C:32]1[CH:37]=[C:36]([Cl:38])[CH:35]=[C:34](Br)[CH:33]=1>>[CH3:28][O:29][C:30](=[O:40])[CH2:31][C:32]1[CH:33]=[C:34]([C:10]2[CH:11]=[CH:12][C:13]([C:15]([F:16])([F:17])[F:18])=[CH:14][C:9]=2[CH2:8][N:3]([CH2:1][CH3:2])[C:4]([NH:6][CH3:7])=[O:5])[CH:35]=[C:36]([Cl:38])[CH:37]=1. Procedure details: Prepared according to the procedure described in Example 1, Step 4, using the following starting materials: 1-ethyl-3-methyl-1-[2-(4,4,5,5-tetramethyl-[1,3,2]dioxaborolan-2-yl)-5-trifluoromethyl-benzyl]-urea and (3-bromo-5-chloro-phenyl)-acetic acid methyl ester. Reactants: CCOC(OCC)C(N)CC(=O)OC(C)(C)C, CCN1CCOCC1, O=[N+]([O-])c1ccc(S(=O)(=O)Cl)c(OCc2ccccc2)c1, CN(C)N1C=CC=CC1, ClCCl. Reaction SMILES: [C:1]([CH3:2])([CH3:3])([CH3:4])[O:5][C:6]([CH2:7][CH:8]([CH:9]([O:10][CH2:11][CH3:12])[O:13][CH2:14][CH3:15])[NH2:16])=[O:17].[CH2:18]([N:19]1[CH2:20][CH2:21][O:22][CH2:23][CH2:24]1)[CH3:25].[CH2:35]([c:36]1[cH:37][cH:38][cH:39][cH:40][cH:41]1)[O:42][c:43]1[c:44]([S:52](=[O:53])(=[O:54])[Cl:55])[cH:45][cH:46][c:47]([N+:49](=[O:50])[O-:51])[cH:48]1.[CH3:26][N:27]([CH3:28])[N:29]1[CH:30]=[CH:31][CH:32]=[CH:33][CH2:34]1.[Cl:56][CH2:57][Cl:58]>>[C:1]([CH3:2])([CH3:3])([CH3:4])[O:5][C:6]([CH2:7][CH:8]([CH:9]([O:10][CH2:11][CH3:12])[O:13][CH2:14][CH3:15])[NH:16][S:52]([c:44]1[c:43]([O:42][CH2:35][c:36]2[cH:37][cH:38][cH:39][cH:40][cH:41]2)[cH:48][c:47]([N+:49](=[O:50])[O-:51])[cH:46][cH:45]1)(=[O:53])=[O:54])=[O:17]. The product is CCOC(OCC)C(CC(=O)OC(C)(C)C)NS(=O)(=O)c1ccc([N+](=O)[O-])cc1OCc1ccccc1. Starting materials: CC1=C(C=CC=C1[N+](=O)[O-])O (2-Methyl-3-nitrophenol), ClN1C(CCC1=O)=O (N-chlorosuccinimide), FC(S(=O)(=O)O)(F)F (trifluormethanesulfonic acid). Run in C(C)#N (acetonitrile), C(C)OCC (ethyl ether). Run at temperature 75 celsius, time 1.5 hour. Product: ClC1=C(C(=C(C=C1)O)C)[N+](=O)[O-] (4-chloro-2-methyl-3-nitrophenol). Reaction SMILES: [CH3:1][C:2]1[C:7]([N+:8]([O-:10])=[O:9])=[CH:6][CH:5]=[CH:4][C:3]=1[OH:11].[Cl:12]N1C(=O)CCC1=O.FC(F)(F)S(O)(=O)=O>C(#N)C.C(OCC)C>[Cl:12][C:6]1[CH:5]=[CH:4][C:3]([OH:11])=[C:2]([CH3:1])[C:7]=1[N+:8]([O-:10])=[O:9]. Procedure: 2-Methyl-3-nitrophenol (25.5 g), N-chlorosuccinimide (44.5 g), and trifluormethanesulfonic acid (50.0 g) were combined in dry acetonitrile (500 mL) and allowed to stir under an atmosphere of nitrogen at 75° C. for 1.5 hr. The reaction mixture was cooled to room temperature, diluted with ethyl ether (650 mL), washed with water, 10% sodium bisulfite solution, water, and finally saturated sodium chloride solution. Evaporation of the solvent afforded a crude material which was flash chromatographed ... Reactants: CCOC(C)=O, [H][H], CCOc1cc(C(CC(=O)OC)N2C(=O)c3ccc([N+](=O)[O-])cc3C2=O)ccc1OC. Yields the product CCOc1cc(C(CC(=O)OC)N2C(=O)c3ccc(N)cc3C2=O)ccc1OC. Reaction SMILES: [CH3:34][CH2:35][O:36][C:37](=[O:38])[CH3:39].[H:32][H:33].[N+:1]([O-:2])(=[O:3])[c:4]1[cH:5][c:6]2[c:7]([cH:30][cH:31]1)[C:8](=[O:9])[N:10]([CH:13]([CH2:14][C:15](=[O:16])[O:17][CH3:18])[c:19]1[cH:20][c:21]([O:27][CH2:28][CH3:29])[c:22]([O:25][CH3:26])[cH:23][cH:24]1)[C:11]2=[O:12]>>[NH2:1][c:4]1[cH:5][c:6]2[c:7]([cH:30][cH:31]1)[C:8](=[O:9])[N:10]([CH:13]([CH2:14][C:15](=[O:16])[O:17][CH3:18])[c:19]1[cH:20][c:21]([O:27][CH2:28][CH3:29])[c:22]([O:25][CH3:26])[cH:23][cH:24]1)[C:11]2=[O:12]. Reactants: [Al+3], CC(=O)N1CCC(C(=O)Cl)CC1, [Cl-], [Cl-], [Cl-], ClCCCl, Cl, Fc1ccc(-c2ccccc2)cc1. Yields the product CC(=O)N1CCC(C(=O)c2ccc(-c3ccc(F)cc3)cc2)CC1. As a reaction SMILES: [Al+3:27].[C:1]([CH3:2])(=[O:3])[N:4]1[CH2:5][CH2:6][CH:7]([C:10](=[O:11])[Cl:12])[CH2:8][CH2:9]1.[Cl-:26].[Cl-:28].[Cl-:29].[Cl:31][CH2:32][CH2:33][Cl:34].[ClH:30].[F:13][c:14]1[cH:15][cH:16][c:17](-[c:20]2[cH:21][cH:22][cH:23][cH:24][cH:25]2)[cH:18][cH:19]1>>[C:1]([CH3:2])(=[O:3])[N:4]1[CH2:5][CH2:6][CH:7]([C:10](=[O:11])[c:23]2[cH:22][cH:21][c:20](-[c:17]3[cH:16][cH:15][c:14]([F:13])[cH:19][cH:18]3)[cH:25][cH:24]2)[CH2:8][CH2:9]1.